Dataset: the Open Reaction Database (ORD), a public repository of structured organic reaction records. Task: describe an organic reaction: reactants, conditions, products, and yield The reactants are N[C@H]1[C@@H](CC=C(C1)CN1C[C@@H](CCC1)C(=O)OCC)C1=C(C=C(C=C1)Cl)Cl (ethyl(3R)-1-{[trans-5-amino-4-(2,4-dichlorophenyl)cyclohex-1-en-1-yl]methyl}piperidine-3-carboxylate), O1CCCC1.O (tetrahydrofuran H2O), [Li+].[OH-] (LiOH), Cl (HCl). Solvent: CCOCC (ether). Reaction conditions: time 8 hour. Yields the product N[C@H]1[C@@H](CC=C(C1)CN1C[C@@H](CCC1)C(=O)O)C1=C(C=C(C=C1)Cl)Cl ((3R)-1-{[trans-5-amino-4-(2,4-dichlorophenyl)cyclohex-1-en-1-yl]methyl}piperidine-3-carboxylic acid). The yield is 70.2%. As a reaction SMILES: [NH2:1][C@@H:2]1[CH2:7][C:6]([CH2:8][N:9]2[CH2:14][CH2:13][CH2:12][C@@H:11]([C:15]([O:17]CC)=[O:16])[CH2:10]2)=[CH:5][CH2:4][C@H:3]1[C:20]1[CH:25]=[CH:24][C:23]([Cl:26])=[CH:22][C:21]=1[Cl:27].O1CCCC1.O.[Li+].[OH-].Cl>CCOCC>[NH2:1][C@@H:2]1[CH2:7][C:6]([CH2:8][N:9]2[CH2:14][CH2:13][CH2:12][C@@H:11]([C:15]([OH:17])=[O:16])[CH2:10]2)=[CH:5][CH2:4][C@H:3]1[C:20]1[CH:25]=[CH:24][C:23]([Cl:26])=[CH:22][C:21]=1[Cl:27] |f:1.2,3.4|. Reported procedure: To a solution of Example 18B (71 mg, 0.13 mmol) in mixture of tetrahydrofuran/H2O (1.0 mL/0.5 mL), LiOH (25 mg, 1.03 mmol) was added at room temperature. The reaction mixture was stirred overnight. It was acidified with 2N HCl in ether until pH=3 and purified by high pressure liquid chromotography (eluting with 0-70% acetonitrile/water and 0.1% trifluoroacetic acid) to provide the title compound (35 mg, 53%). 1H NMR (400 MHz, methanol-d4) δ ppm 7.78 (s, 1H), 7.55-7.52 (m, 1H), 7.42-7.38 (m, 1H),... Reactants: FC1=C(C#N)C=CC(=C1)Br (2-fluoro-4-bromobenzonitrile), CC(C)([O-])C.[K+] (potassium t-butoxide). Run in C1CCOC1 (THF). Conditions: time 40 minute. Yields the product C(C)(C)(C)OC1=C(C#N)C=CC(=C1)Br (2-t-butoxy-4-bromobenzonitrile). Isolated yield 98.4%. RXN SMILES: F[C:2]1[CH:9]=[C:8]([Br:10])[CH:7]=[CH:6][C:3]=1[C:4]#[N:5].[CH3:11][C:12]([CH3:15])([O-:14])[CH3:13].[K+]>C1COCC1>[C:12]([O:14][C:2]1[CH:9]=[C:8]([Br:10])[CH:7]=[CH:6][C:3]=1[C:4]#[N:5])([CH3:15])([CH3:13])[CH3:11] |f:1.2|. Reported procedure: To a solution of 2-fluoro-4-bromobenzonitrile (2.0 g, 10 mmol) in 10 mL of THF, cooled to −15° C., was added a solution of potassium t-butoxide (10 mL, 10 mmol) over 7 min. The cooling bath was removed, and the reaction stirred for another 40 min. The reaction was poured into ether/10% HCl, and the ether layer was separated. The ether layer was washed with water and saturated brine, dried over sodium sulfate, and concentrated to give 2.5 g of 2-t-butoxy-4-bromobenzonitrile. Reactants: FC(C(=O)[O-])(F)F.ClC1=C(C=C(C=C1)C(C)(C)C1=CN=C(N1C1=CC=C(C=C1)F)SCC1=C(C=C(C=C1F)S(=O)(=O)NCCC[N+](C)(C)C)F)OC (3-(4-((5-(2-(4-chloro-3-methoxyphenyl)propan-2-yl)-1-(4-fluorophenyl)-1H-imidazol-2-ylthio)methyl)-3,5-difluorophenylsulfonamido)-N,N,N-trimethylpropan-1-aminium 2,2,2-trifluoroacetate), B(Br)(Br)Br (boron tribromide). Run in C(Cl)Cl (DCM). Yields the product FC(C(=O)[O-])(F)F.ClC1=C(C=C(C=C1)C(C)(C)C1=CN=C(N1C1=CC=C(C=C1)F)SCC1=C(C=C(C=C1F)S(=O)(=O)NCCC[N+](C)(C)C)F)O (3-(4-((5-(2-(4-chloro-3-hydroxyphenyl)propan-2-yl)-1-(4-fluorophenyl)-1H-imidazol-2-ylthio)methyl)-3,5-difluorophenylsulfonamido)-N,N,N-trimethylpropan-1-aminium 2,2,2-trifluoroacetate). As a reaction SMILES: [F:1][C:2]([F:7])([F:6])[C:3]([O-:5])=[O:4].[Cl:8][C:9]1[CH:14]=[CH:13][C:12]([C:15]([C:18]2[N:22]([C:23]3[CH:28]=[CH:27][C:26]([F:29])=[CH:25][CH:24]=3)[C:21]([S:30][CH2:31][C:32]3[C:37]([F:38])=[CH:36][C:35]([S:39]([NH:42][CH2:43][CH2:44][CH2:45][N+:46]([CH3:49])([CH3:48])[CH3:47])(=[O:41])=[O:40])=[CH:34][C:33]=3[F:50])=[N:20][CH:19]=2)([CH3:17])[CH3:16])=[CH:11][C:10]=1[O:51]C.B(Br)(Br)Br>C(Cl)Cl>[F:1][C:2]([F:7])([F:6])[C:3]([O-:5])=[O:4].[Cl:8][C:9]1[CH:14]=[CH:13][C:12]([C:15]([C:18]2[N:22]([C:23]3[CH:28]=[CH:27][C:26]([F:29])=[CH:25][CH:24]=3)[C:21]([S:30][CH2:31][C:32]3[C:33]([F:50])=[CH:34][C:35]([S:39]([NH:42][CH2:43][CH2:44][CH2:45][N+:46]([CH3:47])([CH3:48])[CH3:49])(=[O:41])=[O:40])=[CH:36][C:37]=3[F:38])=[N:20][CH:19]=2)([CH3:16])[CH3:17])=[CH:11][C:10]=1[OH:51] |f:0.1,4.5|. Procedure: The title compound was prepared by treating 3-(4-((5-(2-(4-chloro-3-methoxyphenyl)propan-2-yl)-1-(4-fluorophenyl)-1H-imidazol-2-ylthio)methyl)-3,5-difluorophenylsulfonamido)-N,N,N-trimethylpropan-1-aminium 2,2,2-trifluoroacetate with boron tribromide in DCM, followed by standard workup and then purified by preparative HPLC. MS (EI) m/z 667.4 (M+). Reactants: C=C(C(=O)OC)C(O)CCCCc1ccccc1, O=C(OO)c1cccc(Cl)c1, ClCCCl, Cc1cc(O)c(C(C)(C)C)cc1Sc1cc(C(C)(C)C)c(O)cc1C. The product is COC(=O)C1(C(O)CCCCc2ccccc2)CO1. Reaction SMILES: [CH3:1][O:2][C:3]([C:4]([CH:5]([CH2:6][CH2:7][CH2:8][CH2:9][c:10]1[cH:11][cH:12][cH:13][cH:14][cH:15]1)[OH:16])=[CH2:17])=[O:18].[Cl:44][c:45]1[cH:46][c:47]([C:51]([O:52][OH:53])=[O:54])[cH:48][cH:49][cH:50]1.[Cl:55][CH2:56][CH2:57][Cl:58].[S:19]([c:20]1[c:21]([CH3:22])[cH:23][c:24]([OH:25])[c:26]([C:27]([CH3:28])([CH3:29])[CH3:31])[cH:32]1)[c:33]1[c:34]([CH3:35])[cH:36][c:37]([OH:30])[c:38]([C:39]([CH3:40])([CH3:41])[CH3:42])[cH:43]1>>[CH3:1][O:2][C:3]([C:4]1([CH:5]([CH2:6][CH2:7][CH2:8][CH2:9][c:10]2[cH:11][cH:12][cH:13][cH:14][cH:15]2)[OH:16])[CH2:17][O:30]1)=[O:18]. Reactants: COC(=O)COC=1C=C(C=CC1)C(CN1C(=O)N(C=2N=C(N(C2C1=O)CC=C(C)C)N1CC(CCC1)NC(=O)OC(C)(C)C)C)=O (1-(2-{3-[(methoxycarbonyl)methoxy]-phenyl}-2-oxo-ethyl)-3-methyl-7-(3-methyl-2-buten-1-yl)-8-[3-(tert.-butyloxycarbonylamino)-piperidin-1-yl]-xanthine), FC(C(=O)O)(F)F (trifluoroacetic acid). Run in C(Cl)Cl (methylene chloride). Product: COC(=O)COC=1C=C(C=CC1)C(CN1C(=O)N(C=2N=C(N(C2C1=O)CC=C(C)C)N1CC(CCC1)N)C)=O (1-(2-{3-[(methoxycarbonyl)methoxy]-phenyl}-2-oxo-ethyl)-3-methyl-7-(3-methyl-2-buten-1-yl)-8-(3-amino-piperidin-1-yl)-xanthine). As a reaction SMILES: [CH3:1][O:2][C:3]([CH2:5][O:6][C:7]1[CH:8]=[C:9]([C:13](=[O:46])[CH2:14][N:15]2[C:24](=[O:25])[C:23]3[N:22]([CH2:26][CH:27]=[C:28]([CH3:30])[CH3:29])[C:21]([N:31]4[CH2:36][CH2:35][CH2:34][CH:33]([NH:37]C(OC(C)(C)C)=O)[CH2:32]4)=[N:20][C:19]=3[N:18]([CH3:45])[C:16]2=[O:17])[CH:10]=[CH:11][CH:12]=1)=[O:4].FC(F)(F)C(O)=O>C(Cl)Cl>[CH3:1][O:2][C:3]([CH2:5][O:6][C:7]1[CH:8]=[C:9]([C:13](=[O:46])[CH2:14][N:15]2[C:24](=[O:25])[C:23]3[N:22]([CH2:26][CH:27]=[C:28]([CH3:30])[CH3:29])[C:21]([N:31]4[CH2:36][CH2:35][CH2:34][CH:33]([NH2:37])[CH2:32]4)=[N:20][C:19]=3[N:18]([CH3:45])[C:16]2=[O:17])[CH:10]=[CH:11][CH:12]=1)=[O:4]. Procedure details: Prepared by treating 1-(2-{3-[(methoxycarbonyl)methoxy]-phenyl}-2-oxo-ethyl)-3-methyl-7-(3-methyl-2-buten-1-yl)-8-[3-(tert.-butyloxycarbonylamino)-piperidin-1-yl]-xanthine with trifluoroacetic acid in methylene chloride at ambient temperature. Reactants: COC(=O)CCC(N)C(=O)OC, CC(=O)O, O=C1OC(=O)c2ccccc21. Yields the product COC(=O)CCC(C(=O)OC)N1C(=O)c2ccccc2C1=O. RXN SMILES: [CH3:1][O:2][C:3]([CH:4]([NH2:5])[CH2:6][CH2:7][C:8](=[O:9])[O:10][CH3:11])=[O:12].[CH3:24][C:25](=[O:26])[OH:27].[O:13]=[C:14]1[O:15][C:16](=[O:17])[c:18]2[cH:19][cH:20][cH:21][cH:22][c:23]21>>[CH3:1][O:2][C:3]([CH:4]([N:5]1[C:14](=[O:13])[c:23]2[c:18]([cH:19][cH:20][cH:21][cH:22]2)[C:16]1=[O:15])[CH2:6][CH2:7][C:8](=[O:9])[O:10][CH3:11])=[O:12]. Starting materials: [Br-], C[Mg+], Cl, CON(C)C(=O)c1ccc(OC(C)C)c(F)c1, C1CCOC1, O. Product: CC(=O)c1ccc(OC(C)C)c(F)c1. As a reaction SMILES: [Br-:18].[CH3:19][Mg+:20].[ClH:22].[F:1][c:2]1[cH:3][c:4]([C:5](=[O:6])[N:7]([O:8][CH3:9])[CH3:10])[cH:11][cH:12][c:13]1[O:14][CH:15]([CH3:16])[CH3:17].[O:23]1[CH2:24][CH2:25][CH2:26][CH2:27]1.[OH2:21]>>[F:1][c:2]1[cH:3][c:4]([C:5](=[O:6])[CH3:19])[cH:11][cH:12][c:13]1[O:14][CH:15]([CH3:16])[CH3:17]. Reaction SMILES: [CH3:1][O:2][CH2:3][CH2:4][NH2:5].[S:6](N)([NH2:9])(=[O:8])=[O:7]>O1CCCC1>[CH3:1][O:2][CH2:3][CH2:4][NH:5][S:6](=[O:8])(=[O:7])[NH2:9]. Run at temperature 100 celsius, time 10 minute. Reactants: COCCN (2-methoxyethylamine), S(=O)(=O)(N)N (sulfamide). Solvent: O1CCCC1 (tetrahydrofuran). Procedure details: According to Reference Example 9-26, tetrahydrofuran (3 mL) and 2-methoxyethylamine (0.36 mL, 4.2 mmol) were added to sulfamide (400 mg, 4.2 mmol) and the mixture was stirred by use of a microwave chemical reactor at 300 W at 100° C. for 10 minutes. The solvent was evaporated off under reduced pressure, and purification by silica gel column chromatography (hexane/ethyl acetate=1/0 to 1/4) was performed to give N-(2-methoxyethyl)sulfuric diamide (Compound GF) (236 mg, yield: 37%). Yield: 36.4%. Product: COCCNS(N)(=O)=O (N-(2-methoxyethyl)sulfuric diamide).